From a dataset of the Open Reaction Database (ORD), a public repository of structured organic reaction records. describe an organic reaction: reactants, conditions, products, and yield Reactants: CN(CCN(C(=O)N1CCN(CC1)C1=CC=NC2=CC=C(C=C12)C=1C(=NN(C1)C(C1=CC=CC=C1)(C1=CC=CC=C1)C1=CC=CC=C1)C)C)C (N-[2-(dimethylamino)ethyl]-N-methyl-4-[6-(3-methyl-1-trityl-1H-4-pyrazolyl)-4-quinolyl]-1-piperazine carboxamide), Cl (hydrochloric acid). Product: Cl.Cl.CN(CCN(C(=O)N1CCN(CC1)C1=CC=NC2=CC=C(C=C12)C=1C(=NNC1)C)C)C (N-[2-(Dimethylamino)ethyl]-N-methyl-4-[6-(3-methyl-1H-4-pyrazolyl)-4-quinolyl]-1-piperazine carboxamide dihydrochloride). RXN SMILES: [CH3:1][N:2]([CH3:50])[CH2:3][CH2:4][N:5]([CH3:49])[C:6]([N:8]1[CH2:13][CH2:12][N:11]([C:14]2[C:23]3[C:18](=[CH:19][CH:20]=[C:21]([C:24]4[C:25]([CH3:48])=[N:26][N:27](C(C5C=CC=CC=5)(C5C=CC=CC=5)C5C=CC=CC=5)[CH:28]=4)[CH:22]=3)[N:17]=[CH:16][CH:15]=2)[CH2:10][CH2:9]1)=[O:7].[ClH:51]>>[ClH:51].[ClH:51].[CH3:1][N:2]([CH3:50])[CH2:3][CH2:4][N:5]([CH3:49])[C:6]([N:8]1[CH2:9][CH2:10][N:11]([C:14]2[C:23]3[C:18](=[CH:19][CH:20]=[C:21]([C:24]4[C:25]([CH3:48])=[N:26][NH:27][CH:28]=4)[CH:22]=3)[N:17]=[CH:16][CH:15]=2)[CH2:12][CH2:13]1)=[O:7] |f:2.3.4|. Reported procedure: 67 mg N-[2-(dimethylamino)ethyl]-N-methyl-4-[6-(3-methyl-1-trityl-1H-4-pyrazolyl)-4-quinolyl]-1-piperazine carboxamide obtained in Example 198 and 0.72 mL of 5 N hydrochloric acid were reacted in the same manner as in Example 163, to give 37 mg of the title compound as pale yellow crystals. Reactants: CN1C2C=C(CC1CC2)C2=CC(=CC=C2)[N+](=O)[O-] (8-Methyl-3-(3-nitrophenyl)-8-azabicyclo[3.2.1]oct-2-ene), PdC. Yields the product CN1C2CC(CC1CC2)C2=CC(=CC=C2)N (8-Methyl-3-(3-aminophenyl)-8-azabicyclo[3.2.1]octane). Procedure: 8-Methyl-3-(3-nitrophenyl)-8-azabicyclo[3.2.1]oct-2-ene (D10) (0.146 g, 0.598 mmol) was dissolved in ethanol (25 ml) and was hydrogenated at atmospheric pressure in the presence of 10% PdC (0.1 g) at 50° C. After 2 h, the reaction mixture was allowed to cool to room temp. and hydrogenation was continued for a further 16 h. The reaction mixture was then filtered through kieselguhr and the filter pad was washed with ethanol. The filtrate was then evaporated under reduced pressure to give the title... RXN SMILES: [CH3:1][N:2]1[CH:7]2[CH2:8][CH2:9][CH:3]1[CH:4]=[C:5]([C:10]1[CH:15]=[CH:14][CH:13]=[C:12]([N+:16]([O-])=O)[CH:11]=1)[CH2:6]2>C(O)C>[CH3:1][N:2]1[CH:7]2[CH2:8][CH2:9][CH:3]1[CH2:4][CH:5]([C:10]1[CH:15]=[CH:14][CH:13]=[C:12]([NH2:16])[CH:11]=1)[CH2:6]2. Run in C(C)O (ethanol). Conditions: time 2 hour. The yield is 72.0%. The product is C(C)OC(C(=O)OCC)=CC1=CC(=CC=C1)[N+](=O)[O-] (ethyl 2-ethoxy-3-(3-nitrophenyl)acrylate). Reaction conditions: time 8 hour. The reactants are S(=O)(=O)(OCC)OCC (Diethyl sulfate), OC(C(=O)O)=CC1=CC(=CC=C1)[N+](=O)[O-] (2-hydroxy-3-(3-nitrophenyl)acrylic acid), C([O-])([O-])=O.[Cs+].[Cs+] (caesium carbonate), CN(C)C=O (DMF). RXN SMILES: S(OCC)(O[CH2:5][CH3:6])(=O)=O.[OH:10][C:11](=[CH:15][C:16]1[CH:21]=[CH:20][CH:19]=[C:18]([N+:22]([O-:24])=[O:23])[CH:17]=1)[C:12]([OH:14])=O.[C:25](=O)([O-])[O-].[Cs+].[Cs+].CN([CH:34]=[O:35])C>>[CH2:5]([O:10][C:11](=[CH:15][C:16]1[CH:21]=[CH:20][CH:19]=[C:18]([N+:22]([O-:24])=[O:23])[CH:17]=1)[C:12]([O:35][CH2:34][CH3:25])=[O:14])[CH3:6] |f:2.3.4|. Procedure details: Diethyl sulfate (12 g, 78.2 mmol) was added to a stirred mixture of 2-hydroxy-3-(3-nitrophenyl)acrylic acid (6.1 g, 30.0 mmol) and caesium carbonate (29.3 g, 90 mmol) in DMF (61 ml) to form a clear, pale yellow mixture, which was stirred at RT overnight. The resulting dark red suspension was heated to 50° C. for 4 h then concentrated in vacuo and the residue partitioned between water (100 ml) and dichloromethane (150 ml). The organic layer was separated, further washed with water (2×100 ml), dri... The reactants are N1=C(C=CC=C1)C1=CC=C(C=C1)C=1OC2=C(N1)C=CC=C2C(=O)OC (Methyl 2-(4-(pyridin-2-yl)phenyl)benzo[d]oxazole-7-carboxylate), N (ammonia). Run in CO (methanol). Run at time 3 day. The product is N1=C(C=CC=C1)C1=CC=C(C=C1)C=1OC2=C(N1)C=CC=C2C(=O)N (2-(4-(pyridin-2-yl)phenyl)benzo[d]oxazole-7-carboxamide). Isolated yield 69.0%. RXN SMILES: [N:1]1[CH:6]=[CH:5][CH:4]=[CH:3][C:2]=1[C:7]1[CH:12]=[CH:11][C:10]([C:13]2[O:14][C:15]3[C:21]([C:22](OC)=[O:23])=[CH:20][CH:19]=[CH:18][C:16]=3[N:17]=2)=[CH:9][CH:8]=1.[NH3:26]>CO>[N:1]1[CH:6]=[CH:5][CH:4]=[CH:3][C:2]=1[C:7]1[CH:8]=[CH:9][C:10]([C:13]2[O:14][C:15]3[C:21]([C:22]([NH2:26])=[O:23])=[CH:20][CH:19]=[CH:18][C:16]=3[N:17]=2)=[CH:11][CH:12]=1. Procedure: Methyl 2-(4-(pyridin-2-yl)phenyl)benzo[d]oxazole-7-carboxylate (170 mg, 0.5 mmol) was added to ammonia in methanol (30 mL) and the mixture was stirred at room temperature for 3 days. Then the solid was filtered, washed with methanol, dried in vacuum. 110 mg of solid of 2-(4-(pyridin-2-yl)phenyl)benzo[d]oxazole-7-carboxamide was obtained. Yield: 69%. 1H-NMR (400 MHz, DMSO-d6) δ 7.43-7.45 (m, 1H), 7.50-7.53 (t, J=7.6 Hz, 1H), 7.83-7.85 (m, 1H), 7.89 (brs, 1H), 7.95-8.01 (m, 3H); 8.12-8.14 (d, J=8.... The reactants are C1(=CC=CC=C1)S(=O)(=O)NC(=O)N (benzenesulfonyl-urea), C1(=CC=CC=C1)C (toluene), glycolmonomethyl-ether, ClC1C(CCCC1)N (2-chloro-cyclohexylamine). Run in C(C)(=O)O (acetic acid). Product: ClC1C(CCCC1)NC(N)=O (N'-(2-chlorocyclohexyl)-urea), crude product. RXN SMILES: C1(S([NH:10][C:11](N)=[O:12])(=O)=O)C=CC=CC=1.C1(C)C=CC=CC=1.[Cl:21][CH:22]1[CH2:27][CH2:26][CH2:25][CH2:24][CH:23]1[NH2:28]>C(O)(=O)C>[Cl:21][CH:22]1[CH2:27][CH2:26][CH2:25][CH2:24][CH:23]1[NH:28][C:11](=[O:12])[NH2:10]. Procedure: A mixture of 10.3 g of of N-[4-<2-methoxy-5-chlorobenzamido>-ethyl)-benzenesulfonyl]-ethyl)-benzenesulfonyl-urea (melting point 171° -173°C), 300 ml of toluene, 30 ml of glycolmonomethyl-ether, 1.65 g of glacial acetic acid and 3.3 g of 2-chloro-cyclohexylamine are heated under reflux for 5 hours. Then the whole is concentrated in vacuo and the residue is treated with alcohol. The N-[4-(β<2-methoxy-5-chlorobenzamido> -ethyl)-benzenesulfonyl]-N'-(2-chlorocyclohexyl)-urea obtained as crude product...